Dataset: the Open Reaction Database (ORD), a public repository of structured organic reaction records. Task: describe an organic reaction: reactants, conditions, products, and yield Starting materials: [OH-].[Na+] (NaOH), CI (methyl iodide), product, BrC1=CC=2C3=C(C=NC2C=C1)NC(N3C3CCOCC3)=O (8-bromo-1-(oxan-4-yl)-3H-imidazo[4,5-c]quinolin-2-one). Reagents/catalysts: [Br-].C(CCC)[N+](CCCC)(CCCC)CCCC (tetrabutylammonium bromide). Solvent: O (water), CC1CCCO1 (2-MeTHF), CC1CCCO1 (2-MeTHF). Conditions: temperature 45 celsius, time 17 hour. The product is BrC1=CC=2C3=C(C=NC2C=C1)N(C(N3C3CCOCC3)=O)C (8-bromo-3-methyl-1-(oxan-4-yl)imidazo[5,4-c]quinolin-2-one). The yield is 257.5%. RXN SMILES: [Br:1][C:2]1[CH:11]=[CH:10][C:9]2[N:8]=[CH:7][C:6]3[NH:12][C:13](=[O:21])[N:14]([CH:15]4[CH2:20][CH2:19][O:18][CH2:17][CH2:16]4)[C:5]=3[C:4]=2[CH:3]=1.[OH-].[Na+].[CH3:24]I>[Br-].C([N+](CCCC)(CCCC)CCCC)CCC.O.CC1OCCC1>[Br:1][C:2]1[CH:11]=[CH:10][C:9]2[N:8]=[CH:7][C:6]3[N:12]([CH3:24])[C:13](=[O:21])[N:14]([CH:15]4[CH2:16][CH2:17][O:18][CH2:19][CH2:20]4)[C:5]=3[C:4]=2[CH:3]=1 |f:1.2,4.5|. Procedure: On a larger scale, 8-bromo-1-(oxan-4-yl)-3H-imidazo[4,5-c]quinolin-2-one (1300 g, 3.73 mol) was charged to the vessel along with tetrabutylammonium bromide (130 g, 0.40 mol) and 2-MeTHF (20.8 L). A solution of NaOH (240 g, 6.00 mol) in water (20.8 L) was then added over 5 minutes with an observed exotherrn from 18-24° C. The biphasic mixture was heated to 42-48° C. before the addition of methyl iodide (465 mL, 7.47 mol) as a solution in 2-MeTHF (930 mL). The reaction was stirred at 45° C. for 17... Reactants: OCC=1C=C2C=CC(=CC2=CC1)O (6-Hydroxy Methyl-naphthalen-2-ol), C(C1=CC=CC=C1)Br (benzyl bromide). The solvent is CN(C)C=O (DMF), C([O-])([O-])=O.[Cs+].[Cs+] (cesium carbonate). Reaction conditions: time 24 hour. The product is C(C1=CC=CC=C1)OC=1C=C2C=CC(=CC2=CC1)CO ((6-Benzyloxy -naphthalen-2-yl)-methanol), solid. Yield: 88.0%. RXN SMILES: [OH:1][CH2:2][C:3]1[CH:4]=[C:5]2[C:10](=[CH:11][CH:12]=1)[CH:9]=[C:8]([OH:13])[CH:7]=[CH:6]2.[CH2:14](Br)[C:15]1[CH:20]=[CH:19][CH:18]=[CH:17][CH:16]=1>CN(C=O)C.C(=O)([O-])[O-].[Cs+].[Cs+]>[CH2:14]([O:13][C:8]1[CH:9]=[C:10]2[C:5](=[CH:6][CH:7]=1)[CH:4]=[C:3]([CH2:2][OH:1])[CH:12]=[CH:11]2)[C:15]1[CH:20]=[CH:19][CH:18]=[CH:17][CH:16]=1 |f:3.4.5|. Procedure details: To a solution of 6-hydroxy methyl-naphthalen-2-ol (16) (1 equi.) and benzyl bromide (2) (1 equi.) in DMF (3 mL/mmole), cesium carbonate (1.25 equi.) was added at room temperature. The reaction mixture was stirred at that temperature for 24 h, quenched with water, extracted with ethyl acetate:hexane(1:1), washed with brine, dried over MgSO4, and concentrated in vacuo. Purification by chromatography on silica gel (20% THF/hexanes) and recrystallization from EtOAc-Hexane (1:2) afforded (6-benzyloxy...